Task: describe an organic reaction: reactants, conditions, products, and yield. Dataset: the Open Reaction Database (ORD), a public repository of structured organic reaction records Reactants: C(C1=CC=CC=C1)OC(=O)N[C@H](CC(N)=O)C(=O)O (Nα -Benzyloxycarbonyl-D-asparagine), Cl.COC([C@@H](N)CC(C)C)=O (leucine methyl ester hydrochloride), C1(=CC=CC=C1)P(=O)(C1=CC=CC=C1)N=[N+]=[N-] (diphenylphosphorylazide). Run in C(C)N(CC)CC (triethylamine), CN(C=O)C (dimethylformamide), CN(C=O)C (dimethylformamide), CN(C=O)C (dimethylformamide). Reaction conditions: temperature 5 celsius, time 3 day. The product is COC([C@@H](NC([C@H](NC(=O)OCC1=CC=CC=C1)CC(N)=O)=O)CC(C)C)=O (Nα -Benzyloxycarbonyl-D-asparaginyl-L-leucine methyl ester). As a reaction SMILES: [CH2:1]([O:8][C:9]([NH:11][C@@H:12]([C:17]([OH:19])=O)[CH2:13][C:14](=[O:16])[NH2:15])=[O:10])[C:2]1[CH:7]=[CH:6][CH:5]=[CH:4][CH:3]=1.Cl.[CH3:21][O:22][C:23](=[O:30])[C@H:24]([CH2:26][CH:27]([CH3:29])[CH3:28])[NH2:25].C1(P(N=[N+]=[N-])(C2C=CC=CC=2)=O)C=CC=CC=1>CN(C)C=O.C(N(CC)CC)C>[CH3:21][O:22][C:23](=[O:30])[C@H:24]([CH2:26][CH:27]([CH3:29])[CH3:28])[NH:25][C:17](=[O:19])[C@@H:12]([CH2:13][C:14](=[O:16])[NH2:15])[NH:11][C:9]([O:8][CH2:1][C:2]1[CH:3]=[CH:4][CH:5]=[CH:6][CH:7]=1)=[O:10] |f:1.2|. Procedure details: Nα -Benzyloxycarbonyl-D-asparagine, 5.325 g., and 3.814 g. of leucine methyl ester hydrochloride are dissolved in 50 ml. of dimethylformamide. The solution is cooled to 5° C. and treated slowly with 3.0 ml. of diphenylphosphorylazide in 10 ml. of dimethylformamide and 5.9 ml. of triethylamine in 10 ml. of dimethylformamide. The reaction is stirred with ice cooling for two and a half hours and at room temperature for three days. The mixture is filtered and the filtrate evaporated to dryness under...